From a dataset of the Open Reaction Database (ORD), a public repository of structured organic reaction records. describe an organic reaction: reactants, conditions, products, and yield Starting materials: S1C2=C(C=C1)SC=C2 (thieno(3,2-b)thiophene), C(CCC)[Li] (n-butyllithium), resultant mixture, BrCCCCCCOCC1(COC1)CC (3-(6-bromohexyloxymethyl)-3-ethyloxetane). Solvent: C1CCOC1 (THF). Reaction conditions: time 2 hour. Yields the product C(C)C1(COC1)COCCCCCCC1=CC2=C(S1)C=CS2 (3-Ethyl-3-(6-thieno[3,2-b]thiophen-2-yl-hexyloxymethyl)oxetane). Isolated yield 77.0%. As a reaction SMILES: [S:1]1[CH:5]=[CH:4][C:3]2[S:6][CH:7]=[CH:8][C:2]1=2.C([Li])CCC.Br[CH2:15][CH2:16][CH2:17][CH2:18][CH2:19][CH2:20][O:21][CH2:22][C:23]1([CH2:27][CH3:28])[CH2:26][O:25][CH2:24]1>C1COCC1>[CH2:27]([C:23]1([CH2:22][O:21][CH2:20][CH2:19][CH2:18][CH2:17][CH2:16][CH2:15][C:5]2[S:1][C:2]3[CH:8]=[CH:7][S:6][C:3]=3[CH:4]=2)[CH2:24][O:25][CH2:26]1)[CH3:28]. Reported procedure: To a stirred solution of thieno(3,2-b)thiophene (5.0 g, 35.7 mmol) in anhydrous THF (120 ml) was added n-butyllithium (2.5 M in hexanes, 12.0 ml, 30.0 mmol) dropwise at −78° C. under nitrogen. After complete addition, the mixture was allowed to warm to room temperature, with stirring, over 2 h, followed by the addition of 3-(6-bromohexyloxymethyl)-3-ethyloxetane (8.38 g, 30.0 mmol). The resultant mixture was stirred overnight at room temperature. The reaction was quenched with sat. aq. NH4Cl, an... Reactants: CC1=NN=C2N1N=C(C=C2)C=2C=C(C=CC2)NC(C)=O (N-[3-(3-methyl-1,2,4-triazolo[4,3-b]pyridazin-6-yl)phenyl]acetamide), O (water), C(C)I (ethyl iodide), [H-].[Na+] (sodium hydride). Solvent: CN(C=O)C (dimethylformamide). Run at time 1 hour. Yields the product C(C)N(C(C)=O)C1=CC(=CC=C1)C=1C=CC=2N(N1)C(=NN2)C (N-Ethyl-N-[3-(3-methyl-1,2,4-triazolo[4,3-b]pyridazin-6-yl)phenyl]acetamide). Reaction SMILES: [CH3:1][C:2]1[N:6]2[N:7]=[C:8]([C:11]3[CH:12]=[C:13]([NH:17][C:18](=[O:20])[CH3:19])[CH:14]=[CH:15][CH:16]=3)[CH:9]=[CH:10][C:5]2=[N:4][N:3]=1.[H-].[Na+].[CH2:23](I)[CH3:24].O>CN(C)C=O>[CH2:23]([N:17]([C:13]1[CH:14]=[CH:15][CH:16]=[C:11]([C:8]2[CH:9]=[CH:10][C:5]3[N:6]([C:2]([CH3:1])=[N:3][N:4]=3)[N:7]=2)[CH:12]=1)[C:18](=[O:20])[CH3:19])[CH3:24] |f:1.2|. Procedure details: To 12.5 g of N-[3-(3-methyl-1,2,4-triazolo[4,3-b]pyridazin-6-yl)phenyl]acetamide (U.S. Pat. No. 4,112,095) in 500 ml of dimethylformamide under argon, was added 2.47 g of sodium hydride (50% in oil). The mixture was stirred for one hour, then 4.1 ml of ethyl iodide was added. This mixture was stirred for 2.5 days, then poured into 1.5 liters of water and extracted with 150 ml portions of dichloromethane. The extracts were combined, dried and evaporated in vacuo. The residue was chromatographed o... The reactants are C#Cc1cccc(OC)c1NC(=O)OC(C)(C)C, C1CCOC1, COCCOc1ccn2c(C(=O)N(C)OC)cnc2c1, [Li]CCCC. The product is COCCOc1ccn2c(C(=O)C#Cc3cccc(OC)c3NC(=O)OC(C)(C)C)cnc2c1. Reaction SMILES: [C:1](#[CH:2])[c:3]1[c:4]([NH:11][C:12]([O:13][C:14]([CH3:15])([CH3:16])[CH3:17])=[O:18])[c:5]([O:9][CH3:10])[cH:6][cH:7][cH:8]1.[CH2:44]1[O:45][CH2:46][CH2:47][CH2:48]1.[CH3:24][O:25][N:26]([C:27](=[O:28])[c:29]1[cH:30][n:31][c:32]2[n:33]1[cH:34][cH:35][c:36]([O:38][CH2:39][CH2:40][O:41][CH3:42])[cH:37]2)[CH3:43].[Li:19][CH2:20][CH2:21][CH2:22][CH3:23]>>[C:1](#[C:2][C:27](=[O:28])[c:29]1[cH:30][n:31][c:32]2[n:33]1[cH:34][cH:35][c:36]([O:38][CH2:39][CH2:40][O:41][CH3:42])[cH:37]2)[c:3]1[c:4]([NH:11][C:12]([O:13][C:14]([CH3:15])([CH3:16])[CH3:17])=[O:18])[c:5]([O:9][CH3:10])[cH:6][cH:7][cH:8]1.